This data is from the Open Reaction Database (ORD), a public repository of structured organic reaction records. The task is: describe an organic reaction: reactants, conditions, products, and yield The reactants are C(C)(=O)C=1C2C=CC(CC1C)N2C(=O)OC(C)(C)C (2-acetyl-3-methyl-8-(tert-butoxycarbonyl)-8-azabicyclo[3.2.1]octa-2,6-diene), RhCl(PPh3)3, [H][H] (hydrogen). The solvent is C(C)O (ethanol). Run at time 12 hour. Product: C(C)(=O)C=1C2CCC(CC1C)N2C(=O)OC(C)(C)C (2-acetyl-3-methyl-8-(tert-butoxycarbonyl)-8-azabicyclo[3.2.1]oct-2-en). RXN SMILES: [C:1]([C:4]1[CH:5]2[N:12]([C:13]([O:15][C:16]([CH3:19])([CH3:18])[CH3:17])=[O:14])[CH:8]([CH2:9][C:10]=1[CH3:11])[CH:7]=[CH:6]2)(=[O:3])[CH3:2].[H][H]>C(O)C>[C:1]([C:4]1[CH:5]2[N:12]([C:13]([O:15][C:16]([CH3:19])([CH3:18])[CH3:17])=[O:14])[CH:8]([CH2:9][C:10]=1[CH3:11])[CH2:7][CH2:6]2)(=[O:3])[CH3:2]. Procedure: A solution of 2-acetyl-3-methyl-8-(tert-butoxycarbonyl)-8-azabicyclo[3.2.1]octa-2,6-diene (0.74 g, 2.81 mmol) and RhCl(PPh3)3 (0.026 g, 0.028 mmol) in 50 ml ethanol was pressurized with 45 psi hydrogen gas and shaken for about 12 hours. The solvent was then evaporated and the residue was purified by silica gel column chromatography (using 3 parts diethyl ether and 7 parts petroleum ether) to give 2-acetyl-3-methyl-8-(tert-butoxycarbonyl)-8-azabicyclo[3.2.1]oct-2-en. Starting materials: COC(=O)C(C)(O)c1ccc(OCc2nc3ccc(OC)cc3n2C)cc1, CO, Cl, C1COCCO1. Product: COc1ccc2nc(COc3ccc(C(C)(O)C(=O)O)cc3)n(C)c2c1, Cl. As a reaction SMILES: [CH3:1][n:2]1[c:3]([CH2:13][O:14][c:15]2[cH:16][cH:17][c:18]([C:21]([C:22](=[O:23])[O:24][CH3:25])([OH:26])[CH3:27])[cH:19][cH:20]2)[n:4][c:5]2[c:6]1[cH:7][c:8]([O:11][CH3:12])[cH:9][cH:10]2.[CH3:35][OH:36].[ClH:34].[O:28]1[CH2:29][CH2:30][O:31][CH2:32][CH2:33]1>>[CH3:1][n:2]1[c:3]([CH2:13][O:14][c:15]2[cH:16][cH:17][c:18]([C:21]([C:22](=[O:23])[OH:24])([OH:26])[CH3:27])[cH:19][cH:20]2)[n:4][c:5]2[c:6]1[cH:7][c:8]([O:11][CH3:12])[cH:9][cH:10]2.[ClH:34]. The reactants are CCC(C)=O, CCOC(=O)c1cn2cccc(CCl)c2n1, [I-], [Na+], CCOP(OCC)OCC. Yields the product CCOC(=O)c1cn2cccc(CP(=O)(OCC)OCC)c2n1. Reaction SMILES: [CH2:29]([C:30]([CH3:31])=[O:32])[CH3:33].[Cl:1][CH2:2][c:3]1[c:4]2[n:5]([cH:6][cH:7][cH:8]1)[cH:9][c:10]([C:12](=[O:13])[O:14][CH2:15][CH3:16])[n:11]2.[I-:17].[Na+:18].[P:19]([O:20][CH2:21][CH3:22])([O:23][CH2:24][CH3:25])[O:26][CH2:27][CH3:28]>>[CH2:2]([c:3]1[c:4]2[n:5]([cH:6][cH:7][cH:8]1)[cH:9][c:10]([C:12](=[O:13])[O:14][CH2:15][CH3:16])[n:11]2)[P:19]([O:20][CH2:21][CH3:22])([O:23][CH2:24][CH3:25])=[O:26]. The reactants are N1=CC(=CC=C1)NS(=O)(=O)C1=CC=C(C=C1)C=1NC(C(C(=O)O)=CC1)=O (6-[4-(3-pyridylaminosulfonyl)phenyl]-1,2-dihydro-2-oxonicotinic acid), S(=O)(Cl)Cl (thionyl chloride), NS(=O)(=O)C=1C=C(C=CC1)C=1NC(C(CCl)=CC1)=O (6-[3-(Aminosulfonyl)phenyl]-1,2-dihydro-2-oxonicotinyl Chloride), CN(C)C (trimethylamine), C[Si](C)(C)Cl (trimethylsilyl chloride). The solvent is C(Cl)Cl (methylene chloride). Product: Cl.N1=CC(=CC=C1)NS(=O)(=O)C1=CC=C(C=C1)C=1NC(C(CCl)=CC1)=O (6-[4-(3-pyridylaminosulfonyl)phenyl]-1,2-dihydro-2-oxonicotinyl chloride hydrochloride). Reaction SMILES: [N:1]1[CH:6]=[CH:5][CH:4]=[C:3]([NH:7][S:8]([C:11]2[CH:16]=[CH:15][C:14]([C:17]3[NH:18][C:19](=[O:26])[C:20](=[CH:24][CH:25]=3)[C:21](O)=O)=[CH:13][CH:12]=2)(=[O:10])=[O:9])[CH:2]=1.CN(C)C.C[Si]([Cl:35])(C)C.S(Cl)([Cl:38])=O.NS(C1C=C(C2NC(=O)C(=CC=2)CCl)C=CC=1)(=O)=O>C(Cl)Cl>[ClH:35].[N:1]1[CH:6]=[CH:5][CH:4]=[C:3]([NH:7][S:8]([C:11]2[CH:16]=[CH:15][C:14]([C:17]3[NH:18][C:19](=[O:26])[C:20](=[CH:24][CH:25]=3)[CH2:21][Cl:38])=[CH:13][CH:12]=2)(=[O:10])=[O:9])[CH:2]=1 |f:6.7|. Procedure details: From 4.0 g. of 6-[4-(3-pyridylaminosulfonyl)phenyl]-1,2-dihydro-2-oxonicotinic acid in 150 ml. of methylene chloride, 1.55 ml. of trimethylamine, 1.4 ml. of trimethylsilyl chloride and 1.6 ml. of thionyl chloride, following the procedure of (a) above, there is obtained 6-[4-(3-pyridylaminosulfonyl)phenyl]-1,2-dihydro-2-oxonicotinyl chloride hydrochloride. Starting materials: C(CCCCC(=O)O)(=O)O (adipic acid), CN (methyl amine). Solvent: O (water). Yields the product CN1C(CCCCC1)=O (N-methyl-caprolactam). Reaction SMILES: [C:1]([OH:10])(=O)[CH2:2][CH2:3][CH2:4][CH2:5][C:6](O)=O.[CH3:11][NH2:12]>O>[CH3:11][N:12]1[CH2:6][CH2:5][CH2:4][CH2:3][CH2:2][C:1]1=[O:10]. Reported procedure: This example illustrates that adipic acid may be successfully hydrogenated in the presence of water and methyl amine to produce N-methyl-caprolactam. The reactants are Example 1 ( b ), CN(S(=O)(=O)CC(=O)OC)CCC1=CC=CC=C1 (methyl 2-[methyl(phenethyl)amino]sulfonyl-acetate), NO (hydroxylamine). Yields the product ONC(CS(=O)(=O)N(CCC1=CC=CC=C1)C)=O (N-Hydroxy 2-[methyl(phenethyl)amino]sulfonylacetamide). RXN SMILES: [CH3:1][N:2]([CH2:11][CH2:12][C:13]1[CH:18]=[CH:17][CH:16]=[CH:15][CH:14]=1)[S:3]([CH2:6][C:7](OC)=[O:8])(=[O:5])=[O:4].[NH2:19][OH:20]>>[OH:20][NH:19][C:7](=[O:8])[CH2:6][S:3]([N:2]([CH3:1])[CH2:11][CH2:12][C:13]1[CH:18]=[CH:17][CH:16]=[CH:15][CH:14]=1)(=[O:5])=[O:4]. Reported procedure: In a manner similar to Example 1 (b), methyl 2-[methyl(phenethyl)amino]sulfonyl-acetate was reacted with hydroxylamine to give the title compound as a colourless solid.